describe an organic reaction: reactants, conditions, products, and yield From a dataset of the Open Reaction Database (ORD), a public repository of structured organic reaction records. Starting materials: COC=1C=C(C=O)C=CC1 (3-methoxybenzaldehyde), O1CCOC12CCNCC2 (1,4-dioxa-8-azaspiro[4.5]decane), C(C)(=O)O[BH-](OC(C)=O)OC(C)=O.[Na+] (sodium triacetoxyborohydride), C(C)(=O)O (acetic acid), C([O-])([O-])=O.[Na+].[Na+] (sodium carbonate). The solvent is ClCCCl (1,2-dichloroethane). Conditions: time 19 hour. The product is COC=1C=C(CN2CCC3(OCCO3)CC2)C=CC1 (8-(3-methoxybenzyl)-1,4-dioxa-8-azaspiro[4.5]decane). The yield is 82.8%. As a reaction SMILES: [CH3:1][O:2][C:3]1[CH:4]=[C:5]([CH:8]=[CH:9][CH:10]=1)[CH:6]=O.[O:11]1[C:15]2([CH2:20][CH2:19][NH:18][CH2:17][CH2:16]2)[O:14][CH2:13][CH2:12]1.C(O[BH-](OC(=O)C)OC(=O)C)(=O)C.[Na+].C(O)(=O)C.C(=O)([O-])[O-].[Na+].[Na+]>ClCCCl>[CH3:1][O:2][C:3]1[CH:4]=[C:5]([CH:8]=[CH:9][CH:10]=1)[CH2:6][N:18]1[CH2:19][CH2:20][C:15]2([O:14][CH2:13][CH2:12][O:11]2)[CH2:16][CH2:17]1 |f:2.3,5.6.7|. Procedure: A mixture of 3-methoxybenzaldehyde (10.0 g, 73.4 mmol), 1,4-dioxa-8-azaspiro[4.5]decane (21.0 g, 146.9 mmol), sodium triacetoxyborohydride (31.1 g, 146.9 mmol), and acetic acid (4.4 mL, 73.45 mmol) in 1,2-dichloroethane (100 mL), was stirred at ambient temperature. After 19 h, a 2 N aqueous sodium carbonate solution (220 mL) was added portionwise. After stirring for 15 min, the aqueous layer was separated and extracted with methylene chloride (200 mL). The combined organic layers were washed wit...